This data is from the Open Reaction Database (ORD), a public repository of structured organic reaction records. The task is: describe an organic reaction: reactants, conditions, products, and yield The reactants are C(C)OC(=O)C=1C=NN(C1Cl)C1=CC=CC=C1 (5-chloro-1-phenyl-1H-pyrazole-4-carboxylic acid ethyl ester), C(C)OC(=O)C=1C=NN(C1Cl)C1=CC=CC=C1 (5-chloro-1-phenyl-1H-pyrazole-4-carboxylic acid ethyl ester), [OH-].[Li+] (lithium hydroxide), CO (Methanol), Cl (hydrochloric acid). The solvent is O1CCCC1 (tetrahydrofuran), O (water), O (water). Conditions: temperature 70 celsius, time 1 hour. Yields the product ClC1=C(C=NN1C1=CC=CC=C1)C(=O)O (5-chloro-1-phenyl-1H-pyrazole-4-carboxylic acid). The yield is 89.5%. RXN SMILES: C([O:3][C:4]([C:6]1[CH:7]=[N:8][N:9]([C:12]2[CH:17]=[CH:16][CH:15]=[CH:14][CH:13]=2)[C:10]=1[Cl:11])=[O:5])C.[OH-].[Li+].CO.Cl>O1CCCC1.O>[Cl:11][C:10]1[N:9]([C:12]2[CH:17]=[CH:16][CH:15]=[CH:14][CH:13]=2)[N:8]=[CH:7][C:6]=1[C:4]([OH:5])=[O:3] |f:1.2|. Procedure: To a solution of 5-chloro-1-phenyl-1H-pyrazole-4-carboxylic acid ethyl ester (Intermediate 1; 7.3 g, 29.1 mmol) in tetrahydrofuran (70 mL) was added a solution of lithium hydroxide in water (7.3 g, 305 mmol) in water (70 mL). Methanol (˜10 mL) was added dropwise to the reaction mixture until only one layer was visible. The reaction mixture was stirred at 70° C. for 1 hour (reaction progress monitored by TLC). The reaction mixture was acidified to pH 3 with 1N hydrochloric acid and washed with di... The reactants are Cc1nc2ccccc2cc1C(=O)O, [Na+], [Ni], [O-][O-], [OH-], O. Yields the product O=C(O)c1cc2ccccc2nc1C(=O)O. As a reaction SMILES: [CH3:1][c:2]1[n:3][c:4]2[cH:5][cH:6][cH:7][cH:8][c:9]2[cH:10][c:11]1[C:12](=[O:13])[OH:14].[Na+:17].[Ni:18].[O-:19][O-:20].[OH-:16].[OH2:15]>>[C:1]([c:2]1[n:3][c:4]2[cH:5][cH:6][cH:7][cH:8][c:9]2[cH:10][c:11]1[C:12](=[O:13])[OH:14])(=[O:15])[OH:16]. The reactants are C(=O)(O)[O-].[Na+] (NaHCO3), C(C)(C)(C)OC(=O)N1CC(C2=C3C=C(NC3=C(C=C21)[N+](=O)[O-])C(=O)OC)CO (methyl 3-(t-butyloxycarbonyl)-1-hydroxymethyl-5-nitro-1,2-dihydro-3H-pyrrolo[3,2-e]indole-7-carboxylate), CCN=C=NCCCN(C)C.Cl (EDCI.HCl), COC=1C=C2C=C(NC2=C(C1OC)OC)C(=O)O (5,6,7-trimethoxyindole-2-carboxylic acid). The solvent is Cl (HCl), CC(=O)N(C)C (DMA). Reaction conditions: temperature 20 celsius, time 16 hour. Yields the product OCC1CN(C=2C1=C1C=C(NC1=C(C2)[N+](=O)[O-])C(=O)OC)C(=O)C=2NC1=C(C(=C(C=C1C2)OC)OC)OC (methyl 1-hydroxymethyl-5-nitro-3-[(5,6,7-trimethoxyindol-2-yl)carbonyl]-1,2-dihydro-3H-pyrrolo[3,2-e]indole-7-carboxylate). The yield is 71.4%. As a reaction SMILES: C([O:5][C:6]([N:8]1[C:19]2[C:11](=[C:12]3[C:16](=[C:17]([N+:20]([O-:22])=[O:21])[CH:18]=2)[NH:15][C:14]([C:23]([O:25][CH3:26])=[O:24])=[CH:13]3)[CH:10]([CH2:27][OH:28])[CH2:9]1)=O)(C)(C)C.CCN=C=NCCCN(C)C.Cl.[CH3:41][O:42][C:43]1[CH:44]=[C:45]2[C:49](=[C:50]([O:54][CH3:55])[C:51]=1[O:52][CH3:53])[NH:48][C:47](C(O)=O)=[CH:46]2.C([O-])(O)=O.[Na+]>Cl.CC(N(C)C)=O>[OH:28][CH2:27][CH:10]1[C:11]2=[C:12]3[C:16](=[C:17]([N+:20]([O-:22])=[O:21])[CH:18]=[C:19]2[N:8]([C:6]([C:47]2[NH:48][C:49]4[C:45]([CH:46]=2)=[CH:44][C:43]([O:42][CH3:41])=[C:51]([O:52][CH3:53])[C:50]=4[O:54][CH3:55])=[O:5])[CH2:9]1)[NH:15][C:14]([C:23]([O:25][CH3:26])=[O:24])=[CH:13]3 |f:1.2,4.5|. Procedure: A solution of 29 (1.52 g, 3.87 mmol) in HCl-saturated dioxane (120 mL) was stirred for 100 min (until TLC indicated complete reaction) and the suspension was evaporated. EDCI.HCl (1.48 g, 7.74 mmol) and 5,6,7-trimethoxyindole-2-carboxylic acid (0.97 g, 3.87 mmol) in DMA (12 mL) were added, and the mixture stirred at 20° C. for 16 h. Dilute aq NaHCO3 (100 mL) was added, and the precipitated solid was filtered off, washed with H2O, and dried. Trituration with hot MeOH gave methyl 1-hydroxymethyl-5... Reactants: O=C1CCCCCCC1, O=CO, [Cl-], NOS(=O)(=O)O, [NH4+], O. The product is O=C1CCCCCCCN1. RXN SMILES: [C:7]1(=[O:15])[CH2:8][CH2:9][CH2:10][CH2:11][CH2:12][CH2:13][CH2:14]1.[CH:19]([OH:20])=[O:21].[Cl-:16].[NH2:1][O:2][S:3]([OH:4])(=[O:5])=[O:6].[NH4+:17].[OH2:18]>>[C:7]1(=[O:15])[CH2:8][CH2:9][CH2:10][CH2:11][CH2:12][CH2:13][CH2:14][NH:17]1.